Task: describe an organic reaction: reactants, conditions, products, and yield. Dataset: the Open Reaction Database (ORD), a public repository of structured organic reaction records Starting materials: NNC(=S)N.C(C)(=O)C1=C(C(=C(OCC2=CC=C(C=C2)C(C=2C=C(C(=O)O)C=CC2)OC2OCCCC2)C=C1)C)O (3-[[4-(4-acetyl-3-hydroxy-2-methyl-phenoxymethyl)-phenyl]-(tetrahydro-pyran-2-yloxy)-methyl]-benzoic acid thiosemicarbazide), [OH-].[K+] (potassium hydroxide), Cl (hydrochloric acid). The solvent is CC(=O)C (acetone), O (water). The product is OC1=C(C=CC(=C1C)OCC1=CC=C(C=C1)C(OC1OCCCC1)C1=CC(=CC=C1)C1=NN=C(N1)S)C(C)=O (1-(2-hydroxy-4-{4-[[3-(5-mercapto-4H-[1,2,4]triazol-3-yl)-phenyl]-(tetrahydro-pyran-2-yloxy)-methyl]-benzyloxy}-3-methyl-phenyl)-ethanone). As a reaction SMILES: [NH2:1][NH:2][C:3]([NH2:5])=[S:4].[C:6]([C:9]1[CH:39]=[CH:38][C:12]([O:13][CH2:14][C:15]2[CH:20]=[CH:19][C:18]([CH:21]([O:31][CH:32]3[CH2:37][CH2:36][CH2:35][CH2:34][O:33]3)[C:22]3[CH:23]=[C:24]([CH:28]=[CH:29][CH:30]=3)[C:25](O)=O)=[CH:17][CH:16]=2)=[C:11]([CH3:40])[C:10]=1[OH:41])(=[O:8])[CH3:7].[OH-].[K+].Cl>CC(C)=O.O>[OH:41][C:10]1[C:11]([CH3:40])=[C:12]([O:13][CH2:14][C:15]2[CH:20]=[CH:19][C:18]([CH:21]([C:22]3[CH:30]=[CH:29][CH:28]=[C:24]([C:25]4[NH:5][C:3]([SH:4])=[N:2][N:1]=4)[CH:23]=3)[O:31][CH:32]3[CH2:37][CH2:36][CH2:35][CH2:34][O:33]3)=[CH:17][CH:16]=2)[CH:38]=[CH:39][C:9]=1[C:6](=[O:8])[CH3:7] |f:0.1,2.3|. Procedure: Heat a solution of 3-[[4-(4-acetyl-3-hydroxy-2-methyl-phenoxymethyl)-phenyl]-(tetrahydro-pyran-2-yloxy)-methyl]-benzoic acid thiosemicarbazide (1.20 g, 2.04 mmol) and potassium hydroxide (0.228 g, 4.08 mmol) in acetone (5.0 mL) and water (5.0 mL) overnight. Acidify with 2N hydrochloric acid and extract with ethyl acetate (5×). Combine organic layers and wash with brine, dry, and concentrate to afford the title compound which was used without further purification (1.12 g, 2.04 mmol, 99%). MS (m/z... Starting materials: [Cl-].COC[P+](C1=CC=CC=C1)(C1=CC=CC=C1)C1=CC=CC=C1 (Methoxymethyltriphenylphosphonium chloride), C12(CC1)C1CCC(C2=O)C1 (spiro[bicyclo[2.2.1]heptane-2,1′-cyclopropane]-3-one), n-butyl lithium-in-hexane, Cl (hydrochloric acid). The solvent is O1CCCC1 (tetrahydrofuran), O (water), O1CCCC1 (tetrahydrofuran). Reaction conditions: temperature 0 celsius, time 8 hour. The product is C12(CC1)C1CCC(C2C=O)C1 (Spiro[bicyclo[2.2.1]heptane-2,1′-cyclopropane]-3-carbaldehyde). The yield is 179.4%. As a reaction SMILES: [Cl-].[CH3:2][O:3]C[P+](C1C=CC=CC=1)(C1C=CC=CC=1)C1C=CC=CC=1.[C:24]12([C:31](=O)[CH:30]3[CH2:33][CH:27]1[CH2:28][CH2:29]3)[CH2:26][CH2:25]2.Cl>O1CCCC1.O>[C:24]12([CH:31]([CH:2]=[O:3])[CH:30]3[CH2:33][CH:27]1[CH2:28][CH2:29]3)[CH2:26][CH2:25]2 |f:0.1|. Procedure: Methoxymethyltriphenylphosphonium chloride (6.41 g) was suspended in tetrahydrofuran (80 mL) and cooled to 0° C. in nitrogen atmosphere. After adding 1.56 M n-butyl lithium-in-hexane solution (36.2 mL) at 0° C., the reaction mixture was stirred for an hour. Into the resulting deep red-colored solution, a spiro[bicyclo[2.2.1]heptane-2,1′-cyclopropane]-3-one (6.41 g) solution in tetrahydrofuran (10 mL) was dropped at 0° C., and thereafter the temperature was raised to room temperature, followed by...